Task: describe an organic reaction: reactants, conditions, products, and yield. Dataset: the Open Reaction Database (ORD), a public repository of structured organic reaction records Yield: 69.0%. The reactants are FC1=CC=C(OC2=CC=C(N)C=C2)C=C1 (4-(4-fluorophenoxy)aniline), C(C1=CC=CC=C1)OC[C@@H](C(=O)O)NC(=O)OC(C)(C)C ((S)-3-(benzyloxy)-2-(tert-butoxycarbonylamino)propanoic acid). Product: N[C@H](C(=O)NC1=CC=C(C=C1)OC1=CC=C(C=C1)F)COCC1=CC=CC=C1 ((S)-2-amino-3-(benzyloxy)-N-(4-(4-fluorophenoxy)phenyl)propanamide). As a reaction SMILES: [F:1][C:2]1[CH:15]=[CH:14][C:5]([O:6][C:7]2[CH:13]=[CH:12][C:10]([NH2:11])=[CH:9][CH:8]=2)=[CH:4][CH:3]=1.[CH2:16]([O:23][CH2:24][C@H:25]([NH:29]C(OC(C)(C)C)=O)[C:26](O)=[O:27])[C:17]1[CH:22]=[CH:21][CH:20]=[CH:19][CH:18]=1>>[NH2:29][C@@H:25]([CH2:24][O:23][CH2:16][C:17]1[CH:22]=[CH:21][CH:20]=[CH:19][CH:18]=1)[C:26]([NH:11][C:10]1[CH:12]=[CH:13][C:7]([O:6][C:5]2[CH:14]=[CH:15][C:2]([F:1])=[CH:3][CH:4]=2)=[CH:8][CH:9]=1)=[O:27]. Procedure details: Proceeding as in Reference 5, but substituting 4-(4-fluorophenoxy)aniline and (S)-3-(benzyloxy)-2-(tert-butoxycarbonylamino)propanoic acid, gave (S)-2-amino-3-(benzyloxy)-N-(4-(4-fluorophenoxy)phenyl)propanamide (443 mg, 69%).